From a dataset of the Open Reaction Database (ORD), a public repository of structured organic reaction records. describe an organic reaction: reactants, conditions, products, and yield Reactants: O=C(O)C=Cc1cccc(S(=O)(=O)NCCc2ccccc2)c1, CN(C)C=O, ClCCl. Product: O=C(Cl)C=Cc1cccc(S(=O)(=O)NCCc2ccccc2)c1. As a reaction SMILES: [CH2:1]([CH2:2][c:3]1[cH:4][cH:5][cH:6][cH:7][cH:8]1)[NH:9][S:10](=[O:11])(=[O:12])[c:13]1[cH:14][c:15]([CH:19]=[CH:20][C:21](=[O:22])[OH:23])[cH:16][cH:17][cH:18]1.[CH3:27][N:28]([CH3:29])[CH:30]=[O:31].[Cl:24][CH2:25][Cl:26]>>[CH2:1]([CH2:2][c:3]1[cH:4][cH:5][cH:6][cH:7][cH:8]1)[NH:9][S:10](=[O:11])(=[O:12])[c:13]1[cH:14][c:15]([CH:19]=[CH:20][C:21](=[O:23])[Cl:24])[cH:16][cH:17][cH:18]1. The reactants are C(=O)(O)C1=CC2=C(C=3C4=CC=CC(=C4C=CC13)OC)OCO2 (1-carboxy-3,4-methylenedioxy-8-methoxyphenanthrene), Cl.N1=CC=CC=C1 (pyridine hydrochloride). The solvent is Cl (hydrochloric acid). Product: C(=O)(O)C1=CC2=C(C=3C4=CC=CC(=C4C=CC13)O)OCO2 (1-carboxy-3,4-methylenedioxy-8-hydroxyphenanthrene). RXN SMILES: [C:1]([C:4]1[C:17]2[CH:16]=[CH:15][C:14]3[C:9](=[CH:10][CH:11]=[CH:12][C:13]=3[O:18]C)[C:8]=2[C:7]2[O:20][CH2:21][O:22][C:6]=2[CH:5]=1)([OH:3])=[O:2].Cl.N1C=CC=CC=1>Cl>[C:1]([C:4]1[C:17]2[CH:16]=[CH:15][C:14]3[C:9](=[CH:10][CH:11]=[CH:12][C:13]=3[OH:18])[C:8]=2[C:7]2[O:20][CH2:21][O:22][C:6]=2[CH:5]=1)([OH:3])=[O:2] |f:1.2|. Procedure details: 1.0 g. 1-carboxy-3,4-methylenedioxy-8-methoxyphenanthrene is melted with 2.0 g. pyridine hydrochloride in an oil bath at 170° C. and maintained at this temperature for 1 hour while gassing with nitrogen. After cooling, the solidified mass is taken up with 10 liters 5% hydrochloric acid and extracted three times with 10 liter amounts of chloroform. The extracts are combined, washed neutral with water and dried by filtering through silanised filter paper (Whatman 1 PS). After evaporation of the so...